From a dataset of the Open Reaction Database (ORD), a public repository of structured organic reaction records. describe an organic reaction: reactants, conditions, products, and yield The reactants are NCCN1C(SC(C1=O)CC1=CC=C(C=C1)OCC)=O (3-(2-aminoethyl)-5-(4-ethoxybenzyl)thiazolidine-2,4-dione), C(C1=CC=CC=C1)=O (Benzaldehyde), C(C1=CC=CC=C1)(C1=CC=CC=C1)(C1=CC=CC=C1)NCCN1C(SCC1=O)=O (3-(2-(tritylamino)ethyl)thiazolidine-2,4-dione), N1CCCCC1 (piperidine). Solvent: C(C)O (ethanol). Conditions: temperature 75 celsius, time 1 day. Yields the product NCCN1C(S\C(\C1=O)=C/C1=CC=CC=C1)=O ((Z)-3-(2-aminoethyl)-5-benzylidenethiazolidine-2,4-dione). The yield is 48.1%. As a reaction SMILES: C(=O)C1C=CC=CC=1.C(NCCN1C(=O)CSC1=O)(C1C=CC=CC=1)(C1C=CC=CC=1)C1C=CC=CC=1.N1CCCCC1.[NH2:44][CH2:45][CH2:46][N:47]1[C:51](=[O:52])[CH:50]([CH2:53][C:54]2[CH:59]=[CH:58][C:57](OCC)=[CH:56][CH:55]=2)[S:49][C:48]1=[O:63]>C(O)C>[NH2:44][CH2:45][CH2:46][N:47]1[C:51](=[O:52])/[C:50](=[CH:53]/[C:54]2[CH:59]=[CH:58][CH:57]=[CH:56][CH:55]=2)/[S:49][C:48]1=[O:63]. Reported procedure: Benzaldehyde (63 μL, 0.62 mmol) and compound 29 (250 mg, 0.62 mmol) were dissolved in 10 mL of anhydrous ethanol at room temperature, and piperidine (7 μL, 0.062 mmol) was added to the reaction solution. The reaction mixture was stirred at 75° C. for 1 day and then allowed to cool down to room temperature until a yellow crystalline precipitate formed, and the solid was collected by filtration, washed with water and ethyl acetate, and dried to afford a white solid. Deprotection following the proc... The reactants are C(C)OC(=O)C1=C(NC(=C1CCCSC)C=O)C (5-formyl-2-methyl-4-(3-methylsulfanyl-propyl)-1H-pyrrole-3-carboxylic acid ethyl ester), CO (methanol), OOS(=O)[O-].[K+] (Oxone). Solvent: O (water), O (water). Conditions: time 3 hour. Yields the product C(=O)C1=C(C(=C(N1)C)C(=O)O)CCCS(=O)(=O)C (5-Formyl-4-(3-methanesulfonyl-propyl)-2-methyl-1H-pyrrole-3-carboxylic Acid). RXN SMILES: O[O:2][S:3]([O-:5])=O.[K+].C([O:9][C:10]([C:12]1[C:16]([CH2:17][CH2:18][CH2:19]SC)=[C:15]([CH:22]=[O:23])[NH:14][C:13]=1[CH3:24])=[O:11])C.[CH3:25]O>O>[CH:22]([C:15]1[NH:14][C:13]([CH3:24])=[C:12]([C:10]([OH:11])=[O:9])[C:16]=1[CH2:17][CH2:18][CH2:19][S:3]([CH3:25])(=[O:5])=[O:2])=[O:23] |f:0.1|. Reported procedure: Oxone (614 mg, 1 mmol) dissolved in water (2 mL) was added portionwise to a solution of 5-formyl-2-methyl-4-(3-methylsulfanyl-propyl)-1H-pyrrole-3-carboxylic acid ethyl ester (269 mg, 1 mmol) in methanol (4 mL) cooled in an ice bath. The mixture was stirred for 3 hours, keeping the temp between 0° C. and rt. The reaction was diluted with 10 mL of water, the resulted precipitate was collected by vacuum filtration, washed with water and dried to give 95 mg of the desired product. The water filtrat...